Dataset: the Open Reaction Database (ORD), a public repository of structured organic reaction records. Task: describe an organic reaction: reactants, conditions, products, and yield Reactants: FC=1C(=NC(=NC1)Cl)Cl (5-fluoro-2,4-dichloro-pyrimidine), C(C)OC(=C)[Sn](C)(C)C ((1-ethoxyethenyl)trimethylstannane), Cl (hydrogen chloride). Reagents/catalysts: Cl[Pd]([P](C1=CC=CC=C1)(C2=CC=CC=C2)C3=CC=CC=C3)([P](C4=CC=CC=C4)(C5=CC=CC=C5)C6=CC=CC=C6)Cl (bis(triphenylphosphine)palladium(II) chloride). The solvent is O (water), [Cl-].[Na+].O (brine), CN(C=O)C (dimethylformamide). Reaction conditions: temperature 70 celsius. Yields the product ClC1=NC=C(C(=N1)C(C)=O)F (1-(2-Chloro-5-fluoro-pyrimidin-4-yl)ethanone). Yield: 91.8%. As a reaction SMILES: [F:1][C:2]1[C:3](Cl)=[N:4][C:5]([Cl:8])=[N:6][CH:7]=1.[CH2:10]([O:12]C([Sn](C)(C)C)=C)[CH3:11].Cl>CN(C)C=O.O.[Cl-].[Na+].O.Cl[Pd](Cl)([P](C1C=CC=CC=1)(C1C=CC=CC=1)C1C=CC=CC=1)[P](C1C=CC=CC=1)(C1C=CC=CC=1)C1C=CC=CC=1>[Cl:8][C:5]1[N:4]=[C:3]([C:10](=[O:12])[CH3:11])[C:2]([F:1])=[CH:7][N:6]=1 |f:5.6.7,^1:31,50|. Procedure: A solution of 5-fluoro-2,4-dichloro-pyrimidine (20 g, 119.8 mmol) and (1-ethoxyethenyl)trimethylstannane (43.26 g, 119.8 mmol) in dimethylformamide (200 mL) is purged at room temperature with nitrogen and bis(triphenylphosphine)palladium(II) chloride (1.70 g, 2.40 mmol) is then added. The resulting mixture is heated at 70° C. for 2 hours under nitrogen. The reaction is cooled to 50° C. and aqueous 5 N hydrogen chloride (100 mL) is added. The reaction is stirred at 50° C. for two more hours. The ... Starting materials: [N+](=O)([O-])C=1C=C(CN)C=CC1 (3-nitrobenzylamine), ClC=1C2=C(N=C(N1)C1=CC=NO1)SC=C2C (4-chloro-2-(isoxazol-5-yl)-5-methyl-thieno-[2,3-d]-pyrimidine). The product is O1N=CC=C1C=1N=C(C2=C(N1)SC=C2C)NCC2=CC(=CC=C2)[N+](=O)[O-] (2-(isoxazol-5-yl)-4-(3-nitrobenzylamino)-5-methyl-thieno-[2,3-d]-pyrimidine). RXN SMILES: [N+:1]([C:4]1[CH:5]=[C:6]([CH:9]=[CH:10][CH:11]=1)[CH2:7][NH2:8])([O-:3])=[O:2].Cl[C:13]1[C:14]2[C:26]([CH3:27])=[CH:25][S:24][C:15]=2[N:16]=[C:17]([C:19]2[O:23][N:22]=[CH:21][CH:20]=2)[N:18]=1>>[O:23]1[C:19]([C:17]2[N:18]=[C:13]([NH:8][CH2:7][C:6]3[CH:9]=[CH:10][CH:11]=[C:4]([N+:1]([O-:3])=[O:2])[CH:5]=3)[C:14]3[C:26]([CH3:27])=[CH:25][S:24][C:15]=3[N:16]=2)=[CH:20][CH:21]=[N:22]1. Procedure: With the procedure of Example 1, the reaction of 3-nitrobenzylamine with 4-chloro-2-(isoxazol-5-yl)-5-methyl-thieno-[2,3-d]-pyrimidine yields 2-(isoxazol-5-yl)-4-(3-nitrobenzylamino)-5-methyl-thieno-[2,3-d]-pyrimidine. Starting materials: COC1=CC2=C(N=C(S2)NC(NCC2=CC=C(C(=O)O)C=C2)=O)C=C1 (4-[3-(6-Methoxy-benzothiazol-2-yl)-ureidomethyl]-benzoic acid), NCC1=CC=C(C(=O)O)C=C1 (4-aminomethylbenzoic acid), C(N)([O-])=O (carbamate), NC=1SC2=C(N1)C=CC(=C2)OC (2-amino-6-methoxybenzothiazole). Yields the product NCCN1CCOCC1 (4-(2-aminoethyl)-morpholine). The yield is 28.0%. RXN SMILES: COC1C=CC2N=C(N[C:11](=O)[NH:12][CH2:13][C:14]3C=CC(C(O)=O)=CC=3)SC=2C=1.[C:26](=[O:29])([O-])N.NC1S[C:33]2C=C(OC)C=C[C:34]=2[N:35]=1.NCC1C=CC(C(O)=O)=CC=1>>[NH2:35][CH2:34][CH2:33][N:12]1[CH2:11][CH2:26][O:29][CH2:14][CH2:13]1. Procedure details: The title compound 165 was obtained following the same procedure as for the carbamate formation described in scheme 32, step 1 (example 75) substituting compound 129 for 2-amino-6-methoxybenzothiazole and using 4-aminomethylbenzoic acid instead of 4-(2-aminoethyl)-morpholine (28% yield). 1H NMR: (DMSO-d6) δ(ppm): 7.92 (t, J=8.0 Hz, 2H), 7.51 (d, J=8.5 Hz, 1H), 7.47 (s, 1H), 7.42 (d, J=8.5 Hz, 1H), 6.95 (d, J=7.0 Hz, 1H), 4.45 (s, 2H), 3.77 (s, 3H). m/z: 358.3 (MH+). Starting materials: CC(C)(C)OC(=O)N1CCc2c(c3ccccc3n2-c2ccccc2)C1, COc1ncc(OC)c2c(C(=O)C(=O)O)c[nH]c12, ClCCl, O=C(O)C(F)(F)F. Product: COc1ncc(OC)c2c(C(=O)C(=O)N3CCc4c(c5ccccc5n4-c4ccccc4)C3)c[nH]c12. Reaction SMILES: [C:1]([O:2][C:6](=[O:7])[N:8]1[CH2:9][c:10]2[c:11]([n:12](-[c:19]3[cH:20][cH:21][cH:22][cH:23][cH:24]3)[c:13]3[cH:14][cH:15][cH:16][cH:17][c:18]23)[CH2:25][CH2:26]1)([CH3:3])([CH3:4])[CH3:5].[CH3:34][O:35][c:36]1[c:37]2[c:38]([C:47]([C:48]([OH:49])=[O:50])=[O:51])[cH:39][nH:40][c:41]2[c:42]([O:45][CH3:46])[n:43][cH:44]1.[Cl:52][CH2:53][Cl:54].[F:27][C:28]([F:29])([F:30])[C:31]([OH:32])=[O:33]>>[C:6](=[O:7])([N:8]1[CH2:9][c:10]2[c:11]([n:12](-[c:19]3[cH:20][cH:21][cH:22][cH:23][cH:24]3)[c:13]3[cH:14][cH:15][cH:16][cH:17][c:18]23)[CH2:25][CH2:26]1)[C:47]([c:38]1[c:37]2[c:36]([O:35][CH3:34])[cH:44][n:43][c:42]([O:45][CH3:46])[c:41]2[nH:40][cH:39]1)=[O:51]. The reactants are ClCCl, Cl, C1COCCO1, CC(C)(C)OC(=O)CCCCOC(=O)N1CC2C(C1)C(c1ccccc1)(c1ccccc1)CCS2=O. Product: O=S1CCC(c2ccccc2)(c2ccccc2)C2CNCC21. Reaction SMILES: [Cl:44][CH2:45][Cl:46].[ClH:37].[O:38]1[CH2:39][CH2:40][O:41][CH2:42][CH2:43]1.[c:1]1([C:7]2([c:31]3[cH:32][cH:33][cH:34][cH:35][cH:36]3)[CH2:8][CH2:9][S:10](=[O:30])[CH:11]3[CH2:12][N:13]([C:16]([O:17][CH2:18][CH2:19][CH2:20][CH2:21][C:22]([O:23][C:24]([CH3:25])([CH3:26])[CH3:27])=[O:28])=[O:29])[CH2:14][CH:15]23)[cH:2][cH:3][cH:4][cH:5][cH:6]1>>[c:1]1([C:7]2([c:31]3[cH:32][cH:33][cH:34][cH:35][cH:36]3)[CH2:8][CH2:9][S:10](=[O:30])[CH:11]3[CH2:12][NH:13][CH2:14][CH:15]23)[cH:2][cH:3][cH:4][cH:5][cH:6]1. Reactants: FC(C(=O)O)(F)F (trifluoroacetic acid), N(=[N+]=[N-])[C@@H]([C@@H]1[C@@H]([C@H](C(OC)O1)OCC1=CC=CC=C1)OCC1=CC=CC=C1)COCC1=CC=CC=C1 (Methyl 5-azido-2,3,6-tri-O-benzyl-5-deoxy-D-glucofuranoside), O (water). Solvent: O1CCCC1 (tetrahydrofuran). Run at temperature -10 celsius, time 24 hour. Yields the product N(=[N+]=[N-])[C@@H]([C@@H]1[C@@H]([C@H](C(O)O1)OCC1=CC=CC=C1)OCC1=CC=CC=C1)COCC1=CC=CC=C1 (5-azido-2,3,6-tri-O-benzyl-5-deoxy-D-glucofuranose). The yield is 91.2%. As a reaction SMILES: [N:1]([C@H:4]([CH2:28][O:29][CH2:30][C:31]1[CH:36]=[CH:35][CH:34]=[CH:33][CH:32]=1)[C@H:5]1[O:11][CH:8]([O:9]C)[C@H:7]([O:12][CH2:13][C:14]2[CH:19]=[CH:18][CH:17]=[CH:16][CH:15]=2)[C@H:6]1[O:20][CH2:21][C:22]1[CH:27]=[CH:26][CH:25]=[CH:24][CH:23]=1)=[N+:2]=[N-:3].FC(F)(F)C(O)=O.O>O1CCCC1>[N:1]([C@H:4]([CH2:28][O:29][CH2:30][C:31]1[CH:32]=[CH:33][CH:34]=[CH:35][CH:36]=1)[C@H:5]1[O:11][CH:8]([OH:9])[C@H:7]([O:12][CH2:13][C:14]2[CH:15]=[CH:16][CH:17]=[CH:18][CH:19]=2)[C@H:6]1[O:20][CH2:21][C:22]1[CH:23]=[CH:24][CH:25]=[CH:26][CH:27]=1)=[N+:2]=[N-:3]. Procedure: Methyl 5-azido-2,3,6-tri-O-benzyl-5-deoxy-D-glucofuranoside (10.8 g, 22.2 mmol) was dissolved at room temperature in tetrahydrofuran (20 mL). The solution was cooled at -10° C. and trifluoroacetic acid (120 mL) was added dropwise followed by addition of water (20 mL). The mixture was stirred at 0° C. during 24 h. The mixture was evaporated under reduced pressure without heating. The residue was taken with ether and washed with water. The organic layer was dried over sodium sulfate, filtered and ... The reactants are ClC1=CC=CC=2N(CCN(CCC21)C)N (7-chloro-4-methyl-3,4,5,6-tetrahydro-2H-benzo[e][1,4]diazocin-1-ylamine), C1(CCCCC1)=O (cyclohexanone), O.C1(=CC=C(C=C1)S(=O)(=O)O)C (p-toluenesulfonic acid monohydrate). Isolated yield 33.8%. RXN SMILES: [Cl:1][C:2]1[C:13]2[CH2:12][CH2:11][N:10]([CH3:14])[CH2:9][CH2:8][N:7](N)[C:6]=2[CH:5]=[CH:4][CH:3]=1.[C:16]1(=O)[CH2:21][CH2:20][CH2:19][CH2:18][CH2:17]1.O.C1(C)C=CC(S(O)(=O)=O)=CC=1>C(O)CC.C(OCC)(=O)C>[Cl:1][C:2]1[C:13]2[CH2:12][CH2:11][N:10]([CH3:14])[CH2:9][CH2:8][N:7]3[C:6]=2[C:5]([C:16]2[CH2:21][CH2:20][CH2:19][CH2:18][C:17]=23)=[CH:4][CH:3]=1 |f:2.3|. The solvent is C(C)(=O)OCC (ethyl acetate), C(CC)O (1-propanol). Yields the product ClC1=CC=C2C=3CCCCC3N3C2=C1CCN(CC3)C (6-Chloro-3-methyl-2,3,4,5,9,10,11,12-octahydro-1H-[1,4]diazocino[7,8,1-jk]carbazole). Reported procedure: To a solution of 7-chloro-4-methyl-3,4,5,6-tetrahydro-2H-benzo[e][1,4]diazocin-1-ylamine (1.20 g, 5.32 mmole) in 1-propanol (100 mL) was added cyclohexanone (4.73 g, 48.2 mmole) followed by p-toluenesulfonic acid monohydrate (3.2 g, 16.8 mmole) and the resulting reaction mixture was refluxed for 24 hours. The reaction mixture was cooled to room temperature and solvent removed in vacuo to produce a brown residue. The residue was diluted with ethyl acetate (300 mL) and washed with saturated sodium... The reactants are NC1=C(C(=O)N(C2=CC(=CC=C2)OC)CCN2CCC(CC2)C(C2=CC=C(C=C2)F)=O)C=CC=C1 (2-amino-N-{2-[4-(4-fluorobenzoyl)piperidino]ethyl}-N-(3-methoxyphenyl)benzamide), C(C)(=O)OC(C)=O (acetic anhydride). The product is C(C)(=O)NC1=C(C(=O)N(C2=CC(=CC=C2)OC)CCN2CCC(CC2)C(C2=CC=C(C=C2)F)=O)C=CC=C1 (2-Acetylamino-N-{2-[4-(4-fluorobenzoyl)piperidino]ethyl}-N-(3-methoxyphenyl)benzamide). The yield is 65.8%. RXN SMILES: [NH2:1][C:2]1[CH:35]=[CH:34][CH:33]=[CH:32][C:3]=1[C:4]([N:6]([CH2:15][CH2:16][N:17]1[CH2:22][CH2:21][CH:20]([C:23](=[O:31])[C:24]2[CH:29]=[CH:28][C:27]([F:30])=[CH:26][CH:25]=2)[CH2:19][CH2:18]1)[C:7]1[CH:12]=[CH:11][CH:10]=[C:9]([O:13][CH3:14])[CH:8]=1)=[O:5].[C:36](OC(=O)C)(=[O:38])[CH3:37]>>[C:36]([NH:1][C:2]1[CH:35]=[CH:34][CH:33]=[CH:32][C:3]=1[C:4]([N:6]([CH2:15][CH2:16][N:17]1[CH2:22][CH2:21][CH:20]([C:23](=[O:31])[C:24]2[CH:25]=[CH:26][C:27]([F:30])=[CH:28][CH:29]=2)[CH2:19][CH2:18]1)[C:7]1[CH:12]=[CH:11][CH:10]=[C:9]([O:13][CH3:14])[CH:8]=1)=[O:5])(=[O:38])[CH3:37]. Procedure: Using 2-amino-N-{2-[4-(4-fluorobenzoyl)piperidino]ethyl}-N-(3-methoxyphenyl)benzamide (238.0 mg, 0.50 mmol) and acetic anhydride (0.057 ml, 0.60 mmol), the procedure of Inventive Example 94 was repeated to obtain 170.4 mg (65.9%) of the title compound in a colorless amorphous form. Reactants: O1CCOC2=C1C=CC(=C2)C(=O)O (2,3-dihydro-benzo[1,4]dioxine-6-carboxylic acid), COC1=CC=C2N=CC(=NC2=C1)SCCN1CCC(CC1)N (1-[2-(7-methoxy-quinoxalin-2-ylsulfanyl)-ethyl]-piperidin-4-ylamine). Product: solid, COC1=CC=C2N=CC(=NC2=C1)SCCN1CCC(CC1)NC(=O)C1=CC2=C(OCCO2)C=C1 (2,3-dihydro-benzo[1,4]dioxine-6-carboxylic acid {1-[2-(7-methoxy-quinoxalin-2-ylsulfanyl)-ethyl]-piperidin-4-yl}-amide). Yield: 56.0%. Reaction SMILES: [O:1]1[C:6]2[CH:7]=[CH:8][C:9]([C:11]([OH:13])=O)=[CH:10][C:5]=2[O:4][CH2:3][CH2:2]1.[CH3:14][O:15][C:16]1[CH:25]=[C:24]2[C:19]([N:20]=[CH:21][C:22]([S:26][CH2:27][CH2:28][N:29]3[CH2:34][CH2:33][CH:32]([NH2:35])[CH2:31][CH2:30]3)=[N:23]2)=[CH:18][CH:17]=1>>[CH3:14][O:15][C:16]1[CH:25]=[C:24]2[C:19]([N:20]=[CH:21][C:22]([S:26][CH2:27][CH2:28][N:29]3[CH2:30][CH2:31][CH:32]([NH:35][C:11]([C:9]4[CH:8]=[CH:7][C:6]5[O:1][CH2:2][CH2:3][O:4][C:5]=5[CH:10]=4)=[O:13])[CH2:33][CH2:34]3)=[N:23]2)=[CH:18][CH:17]=1. Procedure: The title compound is prepared as a yellow solid (61 mg, 56% yield) following Scheme 3 and in analogy to Example 35 using 2,3-dihydro-benzo[1,4]dioxine-6-carboxylic acid (39 mg, 0.22 mmol 1.0 eq) and 1-[2-(7-methoxy-quinoxalin-2-ylsulfanyl)-ethyl]-piperidin-4-ylamine (70 mg, 0.22 mmol, 1.0 eq) as starting materials.